Dataset: the Open Reaction Database (ORD), a public repository of structured organic reaction records. Task: describe an organic reaction: reactants, conditions, products, and yield Reactants: C=CCBr, CC(C)(C)[O-], COC(=O)c1cccc(O)c1, CS(C)=O, [K+], O. Yields the product C=CCOc1cccc(C(=O)OC)c1. RXN SMILES: [CH2:12]([CH:13]=[CH2:14])[Br:15].[CH3:16][C:17]([CH3:18])([O-:19])[CH3:20].[CH3:1][O:2][C:3]([c:4]1[cH:5][c:6]([OH:10])[cH:7][cH:8][cH:9]1)=[O:11].[CH3:23][S:24]([CH3:25])=[O:26].[K+:21].[OH2:22]>>[CH3:1][O:2][C:3]([c:4]1[cH:5][c:6]([O:10][CH2:14][CH:13]=[CH2:12])[cH:7][cH:8][cH:9]1)=[O:11]. Reactants: C(C1=CC=CC=C1)[C@@H]([C@H](C[C@@H](C)C(NCCC(C)(C)C)=O)O)NC(C1=CC(=CC=C1)S(=O)(=O)C)=O (N-[(1S,2S,4R)-1-Benzyl-4-(3,3-dimethylbutylcarbamoyl)-2-hydroxypentyl]-3-methanesulfonyl-benzamide), COC=1C=C(C(=O)O)C=C(C1)S(=O)(=O)C (3-Methoxy-5-methylsulfonylbenzoic acid), C12C(CC(CC1)C2)NC([C@@H](C[C@@H]([C@H](CC2=CC=CC=C2)N)O)C)=O ((2R,4S,5S)-5-Amino-4-hydroxy-2-methyl-6-phenylhexanoic acid (bicyclo[2.2.1]hept-2-yl)amide). The product is C(C1=CC=CC=C1)[C@@H]([C@H](C[C@@H](C)C(NC1C2CCC(C1)C2)=O)O)NC(C2=CC(=CC(=C2)S(=O)(=O)C)OC)=O (N-[(1S,2S,4R)-1-Benzyl-4-(bicyclo[2.2.1]hept-2-ylcarbamoyl)-2-hydroxypentyl]-3-methoxy-5-methylsulfonylbenzamide). Reaction SMILES: C([C@H](NC(=O)C1C=CC=C(S(C)(=O)=O)C=1)[C@@H](O)C[C@H](C(=O)NCCC(C)(C)C)C)C1C=CC=CC=1.[CH3:36][O:37][C:38]1[CH:39]=[C:40]([CH:44]=[C:45]([S:47]([CH3:50])(=[O:49])=[O:48])[CH:46]=1)[C:41]([OH:43])=O.[CH:51]12[CH2:57][CH:54]([CH2:55][CH2:56]1)[CH2:53][CH:52]2[NH:58][C:59](=[O:74])[C@H:60]([CH3:73])[CH2:61][C@H:62]([OH:72])[C@@H:63]([NH2:71])[CH2:64][C:65]1[CH:70]=[CH:69][CH:68]=[CH:67][CH:66]=1>>[CH2:64]([C@H:63]([NH:71][C:41](=[O:43])[C:40]1[CH:44]=[C:45]([S:47]([CH3:50])(=[O:49])=[O:48])[CH:46]=[C:38]([O:37][CH3:36])[CH:39]=1)[C@@H:62]([OH:72])[CH2:61][C@H:60]([C:59](=[O:74])[NH:58][CH:52]1[CH2:53][CH:54]2[CH2:57][CH:51]1[CH2:56][CH2:55]2)[CH3:73])[C:65]1[CH:66]=[CH:67][CH:68]=[CH:69][CH:70]=1. Procedure: Prepared in an analogous manner to E1 from 3-methoxy-5-methylsulfonylbenzoic acid (D15) and (2R,4S,5S)-5-amino-4-hydroxy-2-methyl-6-phenylhexanoic acid (bicyclo[2.2.1]hept-2-yl)amide (D4). The reactants are C(#N)C=1C=C(C=CC1)C(CC(=O)NC1=C(C=CC(=C1)N1C=C(C=C1)C1=CC=CC=C1)[N+](=O)[O-])=O (3-(3-cyano-phenyl)-N-[2-nitro-5-(3-phenyl-pyrrol-1-yl)-phenyl]-3-oxo-propionamide). Reagents/catalysts: [Fe].CC(=O)O (Fe HOAc). Solvent: C1CCOC1.O (THF H2O). Product: O=C1NC2=C(N=C(C1)C=1C=C(C#N)C=CC1)C=CC(=C2)N2C=C(C=C2)C2=CC=CC=C2 (3-[4-oxo-7-(3-Phenyl-pyrrol-1-yl)-4,5-dihydro-3H-benzo[b][1,4]diazepin-2-yl]-benzonitrile), solid. Reaction SMILES: [C:1]([C:3]1[CH:4]=[C:5]([C:9](=O)[CH2:10][C:11]([NH:13][C:14]2[CH:19]=[C:18]([N:20]3[CH:24]=[CH:23][C:22]([C:25]4[CH:30]=[CH:29][CH:28]=[CH:27][CH:26]=4)=[CH:21]3)[CH:17]=[CH:16][C:15]=2[N+:31]([O-])=O)=[O:12])[CH:6]=[CH:7][CH:8]=1)#[N:2]>C1COCC1.O.[Fe].CC(O)=O>[O:12]=[C:11]1[CH2:10][C:9]([C:5]2[CH:4]=[C:3]([CH:8]=[CH:7][CH:6]=2)[C:1]#[N:2])=[N:31][C:15]2[CH:16]=[CH:17][C:18]([N:20]3[CH:24]=[CH:23][C:22]([C:25]4[CH:30]=[CH:29][CH:28]=[CH:27][CH:26]=4)=[CH:21]3)=[CH:19][C:14]=2[NH:13]1 |f:1.2,3.4|. Procedure: The title compound was prepared from 3-(3-cyano-phenyl)-N-[2-nitro-5-(3-phenyl-pyrrol-1-yl)-phenyl]-3-oxo-propionamide (Example M12) by reductive cyclization with Fe/HOAc in THF/H2O at 80° C. according to the general procedure J (method d). Obtained as a yellow solid (11 mg).